From a dataset of the Open Reaction Database (ORD), a public repository of structured organic reaction records. describe an organic reaction: reactants, conditions, products, and yield The reactants are C#CC(C)(C)N(CCC=O)C(=O)Nc1nnc(C(F)(F)F)s1, Cl, O. The product is C#CC(C)(C)N1CCC(O)N(c2nnc(C(F)(F)F)s2)C1=O. RXN SMILES: [CH3:1][C:2]([C:3]#[CH:4])([CH3:5])[N:6]([C:7](=[O:8])[NH:9][c:10]1[s:11][c:12]([C:15]([F:16])([F:17])[F:18])[n:13][n:14]1)[CH2:19][CH2:20][CH:21]=[O:22].[ClH:23].[OH2:24]>>[CH3:1][C:2]([C:3]#[CH:4])([CH3:5])[N:6]1[C:7](=[O:8])[N:9]([c:10]2[s:11][c:12]([C:15]([F:16])([F:17])[F:18])[n:13][n:14]2)[CH:21]([OH:22])[CH2:20][CH2:19]1. Reactants: COC(=O)NN, CO, Cc1[nH]c(-c2cccc(C(F)(F)F)c2)nc1C=O, CC(=O)O. Product: COC(=O)NN=Cc1nc(-c2cccc(C(F)(F)F)c2)[nH]c1C. Reaction SMILES: [C:21]([NH:22][NH2:23])(=[O:24])[O:25][CH3:26].[CH3:19][OH:20].[CH3:1][c:2]1[c:3]([CH:17]=[O:18])[n:4][c:5](-[c:7]2[cH:8][c:9]([C:13]([F:14])([F:15])[F:16])[cH:10][cH:11][cH:12]2)[nH:6]1.[CH3:27][C:28](=[O:29])[OH:30]>>[CH3:1][c:2]1[c:3]([CH:17]=[N:23][NH:22][C:21](=[O:24])[O:25][CH3:26])[n:4][c:5](-[c:7]2[cH:8][c:9]([C:13]([F:14])([F:15])[F:16])[cH:10][cH:11][cH:12]2)[nH:6]1. Yield: 48.0%. Conditions: time 0.5 hour. Run in C(C)O (ethanol), C(C)O (ethanol). Procedure details: To a solution of 4-propylpyridin-2-amine (5.70 g, 41.8 mmol) in ethanol (210 mL), a solution of bromine in ethanol (bromine 2.38 mL/ethanol 50 mL) was added under ice-cold conditions, and the mixture was stirred under ice-cold conditions for 0.5 hours. Under ice-cold conditions, the reaction solution was added an aqueous solution of sodium hydrogen carbonate, concentrated in vacuo, and extracted with ethyl acetate. The organic layer was washed with brine, dried over anhydrous sodium sulfate, and... Yields the product BrC=1C(=CC(=NC1)N)CCC (5-bromo-4-propylpyridin-2-amine). Reaction SMILES: [CH2:1]([C:4]1[CH:9]=[CH:8][N:7]=[C:6]([NH2:10])[CH:5]=1)[CH2:2][CH3:3].[Br:11]Br.C(=O)([O-])O.[Na+]>C(O)C>[Br:11][C:9]1[C:4]([CH2:1][CH2:2][CH3:3])=[CH:5][C:6]([NH2:10])=[N:7][CH:8]=1 |f:2.3|. Reactants: C(O)([O-])=O.[Na+] (sodium hydrogen carbonate), C(CC)C1=CC(=NC=C1)N (4-propylpyridin-2-amine), BrBr (bromine).